From a dataset of the Open Reaction Database (ORD), a public repository of structured organic reaction records. describe an organic reaction: reactants, conditions, products, and yield Yields the product NC=1C=C(C(=O)O)C=C(C1)C(=O)OCC (3-amino-5-(ethoxycarbonyl)benzoic acid). The reagents and catalysts are [Pd] (Pd/C). Reaction SMILES: [CH2:1]([O:3][C:4]([C:6]1[CH:7]=[C:8]([CH:12]=[C:13]([N+:15]([O-])=O)[CH:14]=1)[C:9]([OH:11])=[O:10])=[O:5])[CH3:2]>CO.[Pd]>[NH2:15][C:13]1[CH:12]=[C:8]([CH:7]=[C:6]([C:4]([O:3][CH2:1][CH3:2])=[O:5])[CH:14]=1)[C:9]([OH:11])=[O:10]. Solvent: CO (MeOH). Reaction conditions: time 4 hour. Procedure details: A mixture of 3-(ethoxycarbonyl)-5-nitrobenzoic acid (5 g, 20.905 mmol) and 10% Pd/C (1.11 g, 1.045 mmol) in 100 mL of MeOH was stirred under H2 gas at room temperature. After 4 hours, the mixture was filtered through Celite and concentrated to give 3-amino-5-(ethoxycarbonyl)benzoic acid. To a solution of 3-amino-5-(ethoxycarbonyl)benzoic acid (2 g, 9.56 mmol) in 10 mL of DMF was added formaldehyde (about 37% wt % in H2O, 7.118 mL, 95.60 mmol) at room temperature. After 10 minutes, the solution w... Reactants: C(C)OC(=O)C=1C=C(C(=O)O)C=C(C1)[N+](=O)[O-] (3-(ethoxycarbonyl)-5-nitrobenzoic acid). Yields the product FC(C(O[Si](C)(C)C)(C)C1=CC(=NC=C1)C=1NOC(N1)=O)(F)F (3-{4-[2,2,2-trifluoro-1-methyl-1-(trimethylsilyloxy)ethyl]pyridin-2-yl}-1,2,4-oxadiazol-5-one). Starting materials: N12CCCCCC2=NCCC1 (1,8-diazabicyclo[5,4,0]undec-7-ene), Cl (HCl), O (water), FC(C(O[Si](C)(C)C)(C)C1=CC(=NC=C1)C(=O)N)(F)F (4-[2,2,2-trifluoro-1-methyl-1-(trimethylsilyloxy)ethyl]pyridine-2-carboxamide), oxime, C(=O)(N1C=NC=C1)N1C=NC=C1 (1,1′-carbonyldiimidazole). Solvent: O1CCCC1 (tetrahydrofuran). Run at time 30 minute. Procedure details: To 4 ml of tetrahydrofuran were added 0.5 g of 4-[2,2,2-trifluoro-1-methyl-1-(trimethylsilyloxy)ethyl]pyridine-2-carboxamide=oxime and 0.42 g of 1,1′-carbonyldiimidazole, and the mixture was stirred at room temperature for 1 hour and 30 minutes. Thereafter, 0.4 g of 1,8-diazabicyclo[5,4,0]undec-7-ene was added at 0° C., and the mixture was stirred at room temperature for 4 hours. To the reaction solution were added water and 10% HCl, the resultant solution was extracted with ethyl acetate three ... As a reaction SMILES: [F:1][C:2]([F:20])([F:19])[C:3]([C:10]1[CH:15]=[CH:14][N:13]=[C:12](C(N)=O)[CH:11]=1)([CH3:9])[O:4][Si:5]([CH3:8])([CH3:7])[CH3:6].[C:21](N1C=CN=C1)([N:23]1C=C[N:25]=[CH:24]1)=[O:22].N12CCCN=C1CCCCC2.Cl.[OH2:45]>O1CCCC1>[F:19][C:2]([F:20])([F:1])[C:3]([C:10]1[CH:15]=[CH:14][N:13]=[C:12]([C:24]2[NH:25][O:45][C:21](=[O:22])[N:23]=2)[CH:11]=1)([CH3:9])[O:4][Si:5]([CH3:7])([CH3:6])[CH3:8]. Starting materials: ClC=1C(=C(C(=C(C1)C(C)NC(OC(C)(C)C)=O)OC)C1CN(C(C1)=O)C)C (tert-butyl {1-[5-chloro-2-methoxy-4-methyl-3-(1-methyl-5-oxopyrrolidin-3-yl)phenyl]ethyl}carbamate), FC(C(=O)O)(F)F (trifluoroacetic acid). Solvent: C(Cl)Cl (methylene chloride). Run at time 30 minute. Product: FC(C(=O)O)(F)F.NC(C)C=1C(=C(C(=C(C1)Cl)C)C1CC(N(C1)C)=O)OC (4-[3-(1-aminoethyl)-5-chloro-2-methoxy-6-methylphenyl]-1-methylpyrrolidin-2-one trifluoroacetate). As a reaction SMILES: [Cl:1][C:2]1[C:3]([CH3:27])=[C:4]([CH:20]2[CH2:24][C:23](=[O:25])[N:22]([CH3:26])[CH2:21]2)[C:5]([O:18][CH3:19])=[C:6]([CH:8]([NH:10]C(=O)OC(C)(C)C)[CH3:9])[CH:7]=1.[F:28][C:29]([F:34])([F:33])[C:30]([OH:32])=[O:31]>C(Cl)Cl>[F:28][C:29]([F:34])([F:33])[C:30]([OH:32])=[O:31].[NH2:10][CH:8]([C:6]1[C:5]([O:18][CH3:19])=[C:4]([CH:20]2[CH2:21][N:22]([CH3:26])[C:23](=[O:25])[CH2:24]2)[C:3]([CH3:27])=[C:2]([Cl:1])[CH:7]=1)[CH3:9] |f:3.4|. Reported procedure: Solutions of the individual diastereoisomers of tert-butyl {1-[5-chloro-2-methoxy-4-methyl-3-(1-methyl-5-oxopyrrolidin-3-yl)phenyl]ethyl}carbamate (28 mg, 0.070 mmol [peak 1 from step 1]; 56 mg, 0.14 mmol [peak 2 from step 1]) in separate reaction flasks in methylene chloride (1 mL) were each treated individually with trifluoroacetic acid (1 mL) dropwise and stirred for 30 minutes. The reaction mixtures were individually concentrated to give diastereoisomer from peak 1 (38 mg, quantitative) and ... Procedure details: In a manner analogous to that described in Example 1, using as starting materials 162 mg of Z-Phe-His-OH, 128 mg of H-Leu-Val-Ile-2-(2-pyridyl)-ethyl amide, 57 mg of HOBt and 88 mg of DCCI, the title compound is obtained after flash chromatography (65 g of silica gel 60, 40-63 μm, eluant system B7). Rf (B7)=0.30, Rf (B11)=0.62. Yields the product N([C@@H](CC1=CC=CC=C1)C(=O)N[C@@H](CC1=CNC=N1)C(=O)N[C@@H](CC(C)C)C(=O)N[C@@H](C(C)C)C(=O)N[C@@H]([C@@H](C)CC)C(=O)O)C(=O)OCC1=CC=CC=C1.N1=C(C=CC=C1)CC[NH-] (Z-Phe-His-Leu-Val-Ile 2-(2-pyridyl)-ethyl amide), B7. Reaction SMILES: [NH:1]([C:23]([O:25][CH2:26][C:27]1[CH:32]=[CH:31][CH:30]=[CH:29][CH:28]=1)=[O:24])[C@H:2]([C:10]([NH:12][C@H:13]([C:20](O)=[O:21])[CH2:14][C:15]1[N:19]=[CH:18][NH:17][CH:16]=1)=[O:11])[CH2:3][C:4]1[CH:9]=[CH:8][CH:7]=[CH:6][CH:5]=1.[NH2:33][C@H:34]([C:39]([NH:41][C@H:42]([C:46]([NH:48][C@H:49]([C:54]([OH:56])=[O:55])[C@H:50]([CH2:52][CH3:53])[CH3:51])=[O:47])[CH:43]([CH3:45])[CH3:44])=[O:40])[CH2:35][CH:36]([CH3:38])[CH3:37].[N:57]1[CH:62]=[CH:61][CH:60]=[CH:59][C:58]=1[CH2:63][CH2:64][NH-:65].C1C=CC2N(O)N=NC=2C=1.C1CCC(N=C=NC2CCCCC2)CC1>>[NH:1]([C:23]([O:25][CH2:26][C:27]1[CH:32]=[CH:31][CH:30]=[CH:29][CH:28]=1)=[O:24])[C@H:2]([C:10]([NH:12][C@H:13]([C:20]([NH:33][C@H:34]([C:39]([NH:41][C@H:42]([C:46]([NH:48][C@H:49]([C:54]([OH:56])=[O:55])[C@H:50]([CH2:52][CH3:53])[CH3:51])=[O:47])[CH:43]([CH3:44])[CH3:45])=[O:40])[CH2:35][CH:36]([CH3:37])[CH3:38])=[O:21])[CH2:14][C:15]1[N:19]=[CH:18][NH:17][CH:16]=1)=[O:11])[CH2:3][C:4]1[CH:9]=[CH:8][CH:7]=[CH:6][CH:5]=1.[N:57]1[CH:62]=[CH:61][CH:60]=[CH:59][C:58]=1[CH2:63][CH2:64][NH-:65] |f:1.2,5.6|. Starting materials: C=1C=CC2=C(C1)N=NN2O (HOBt), C1CCC(CC1)N=C=NC2CCCCC2 (DCCI), N([C@@H](CC1=CC=CC=C1)C(=O)N[C@@H](CC1=CNC=N1)C(=O)O)C(=O)OCC1=CC=CC=C1 (Z-Phe-His-OH), N[C@@H](CC(C)C)C(=O)N[C@@H](C(C)C)C(=O)N[C@@H]([C@@H](C)CC)C(=O)O.N1=C(C=CC=C1)CC[NH-] (H-Leu-Val-Ile 2-(2-pyridyl)-ethyl amide). Reaction SMILES: [CH2:30]1[O:31][CH2:32][CH2:33][O:34][CH2:35]1.[Cl:27][CH2:28][Cl:29].[ClH:26].[F:1][c:2]1[cH:3][c:4]([CH3:25])[cH:5][c:6]2[n:7]([CH:12]3[CH2:13][CH2:14][N:15]([C:18]([O:19][C:20]([CH3:21])([CH3:22])[CH3:23])=[O:24])[CH2:16][CH2:17]3)[c:8](=[O:11])[nH:9][c:10]12>>[ClH:26].[F:1][c:2]1[cH:3][c:4]([CH3:25])[cH:5][c:6]2[n:7]([CH:12]3[CH2:13][CH2:14][NH:15][CH2:16][CH2:17]3)[c:8](=[O:11])[nH:9][c:10]12. Yields the product Cl, Cc1cc(F)c2[nH]c(=O)n(C3CCNCC3)c2c1. Reactants: C1COCCO1, ClCCl, Cl, Cc1cc(F)c2[nH]c(=O)n(C3CCN(C(=O)OC(C)(C)C)CC3)c2c1.